From a dataset of the Open Reaction Database (ORD), a public repository of structured organic reaction records. describe an organic reaction: reactants, conditions, products, and yield Reactants: COC(=O)c1c[nH]c(-c2ccc(OC)cc2)n1, CO, N. The product is COc1ccc(-c2nc(C(N)=O)c[nH]2)cc1. Reaction SMILES: [C:1](=[O:2])([O:3][CH3:4])[c:5]1[n:6][c:7](-[c:10]2[cH:11][cH:12][c:13]([O:16][CH3:17])[cH:14][cH:15]2)[nH:8][cH:9]1.[CH3:19][OH:20].[NH3:18]>>[C:1](=[O:2])([c:5]1[n:6][c:7](-[c:10]2[cH:11][cH:12][c:13]([O:16][CH3:17])[cH:14][cH:15]2)[nH:8][cH:9]1)[NH2:18].